This data is from the Open Reaction Database (ORD), a public repository of structured organic reaction records. The task is: describe an organic reaction: reactants, conditions, products, and yield Starting materials: BrC=1SC(=NN1)C1=CC(=C(C=C1)OC(C)C)C(F)(F)F (2-bromo-5-[4-[(1-methylethyl)oxy]-3-(trifluoromethyl)phenyl]-1,3,4-thiadiazole), FC=1C=C(C(=C(C1)B1OC(C(O1)(C)C)(C)C)OC)\C=C\OC (2-{5-fluoro-2-(methyloxy)-3-[(E)-2-(methyloxy)ethenyl]phenyl}-4,4,5,5-tetramethyl-1,3,2-dioxaborolane), P(=O)([O-])([O-])[O-].[K+].[K+].[K+] (tripotassium phosphate), CN(C=O)C (N,N-dimethylformamide). Reagents/catalysts: C=1C=CC(=CC1)[P](C=2C=CC=CC2)(C=3C=CC=CC3)[Pd]([P](C=4C=CC=CC4)(C=5C=CC=CC5)C=6C=CC=CC6)([P](C=7C=CC=CC7)(C=8C=CC=CC8)C=9C=CC=CC9)[P](C=1C=CC=CC1)(C=1C=CC=CC1)C=1C=CC=CC1 (Pd(Ph3P)4). Solvent: O (water), O (Water). Reaction conditions: temperature 120 celsius. The product is FC=1C=C(C(=C(C1)C1=NN=C(S1)C=1C=CC(=C(C#N)C1)CC(C)C)OC)\C=C\OC (5-(5-{5-fluoro-2-(methyloxy)-3-[(E)-2-(methyloxy)ethenyl]phenyl}-1,3,4-thiadiazol-2-yl)-2-(2-methylpropyl)benzonitrile). RXN SMILES: Br[C:2]1[S:3][C:4]([C:7]2[CH:12]=[CH:11][C:10](OC(C)C)=[C:9](C(F)(F)F)[CH:8]=2)=[N:5][N:6]=1.[F:21][C:22]1[CH:23]=[C:24](/[CH:39]=[CH:40]/[O:41][CH3:42])[C:25]([O:37][CH3:38])=[C:26](B2OC(C)(C)C(C)(C)O2)[CH:27]=1.P([O-])([O-])([O-])=O.[K+].[K+].[K+].C[N:52]([CH3:55])C=O>O.C1C=CC([P]([Pd]([P](C2C=CC=CC=2)(C2C=CC=CC=2)C2C=CC=CC=2)([P](C2C=CC=CC=2)(C2C=CC=CC=2)C2C=CC=CC=2)[P](C2C=CC=CC=2)(C2C=CC=CC=2)C2C=CC=CC=2)(C2C=CC=CC=2)C2C=CC=CC=2)=CC=1>[F:21][C:22]1[CH:23]=[C:24](/[CH:39]=[CH:40]/[O:41][CH3:42])[C:25]([O:37][CH3:38])=[C:26]([C:2]2[S:3][C:4]([C:7]3[CH:8]=[CH:9][C:10]([CH2:4][CH:7]([CH3:12])[CH3:8])=[C:11]([CH:12]=3)[C:55]#[N:52])=[N:5][N:6]=2)[CH:27]=1 |f:2.3.4.5,^1:60,62,81,100|. Reported procedure: To a suspension of 2-bromo-5-[4-[(1-methylethyl)oxy]-3-(trifluoromethyl)phenyl]-1,3,4-thiadiazole (D26) (400 mg), 2-{5-fluoro-2-(methyloxy)-3-[(E)-2-(methyloxy)ethenyl]phenyl}-4,4,5,5-tetramethyl-1,3,2-dioxaborolane (459 mg) and tripotassium phosphate (659 mg) in N,N-dimethylformamide (DMF) (8 mL) and water (2 mL) under nitrogen was added Pd(Ph3P)4 (71.7 mg). The reaction vessel was sealed and heated under microwave at 120° C. for 10 min. Water was added. The reaction mixture was extracted with ... Reactants: ClC1=NC(=NC(=C1C#N)NCCO)SC (4-chloro-6-(2-hydroxy-ethylamino)-2-methylsulfanyl-pyrimidine-5-carbonitrile), C(C)N(C(C)C)C(C)C (N-ethyl-diisopropylamine), C1(=CC=CC=C1)C1CCNCC1 (4-phenyl-piperidine). Run in ClCCl (dichloromethane). Conditions: time 7 hour. Yields the product OCCNC1=NC(=NC(=C1C#N)N1CCC(CC1)C1=CC=CC=C1)SC (4-(2-hydroxy-ethylamino)-2-methylsulfanyl-6-(4-phenyl-piperidin-1-yl)-pyrimidine-5-carbonitrile). Isolated yield 70.0%. RXN SMILES: Cl[C:2]1[C:7]([C:8]#[N:9])=[C:6]([NH:10][CH2:11][CH2:12][OH:13])[N:5]=[C:4]([S:14][CH3:15])[N:3]=1.C(N(C(C)C)C(C)C)C.[C:25]1([CH:31]2[CH2:36][CH2:35][NH:34][CH2:33][CH2:32]2)[CH:30]=[CH:29][CH:28]=[CH:27][CH:26]=1>ClCCl>[OH:13][CH2:12][CH2:11][NH:10][C:6]1[C:7]([C:8]#[N:9])=[C:2]([N:34]2[CH2:35][CH2:36][CH:31]([C:25]3[CH:30]=[CH:29][CH:28]=[CH:27][CH:26]=3)[CH2:32][CH2:33]2)[N:3]=[C:4]([S:14][CH3:15])[N:5]=1. Reported procedure: A solution of 0.47 g (1.9 mmol) of 4-chloro-6-(2-hydroxy-ethylamino)-2-methylsulfanyl-pyrimidine-5-carbonitrile (Timkevicius, S., Chemija 1997, 1, 58-61) and 0.33 ml (1.9 mmol) of N-ethyl-diisopropylamine in 5 ml of dichloromethane was treated at 30° C. with 310 mg (1.9 mmol) of 4-phenyl-piperidine and stirred during 7 hours. For the working-up, the reaction mixture was evaporated under reduced pressure, and the residue obtained was directly chromatographed on silica gel using a 99:1 mixture of ... Reported procedure: 4-[2-(1-methylindol-3-yl)-1,3,4-oxadiazol-3-yl]pyridine (50 mg) was dissolved in dry acetone (10 ml), methyl iodide (127 mg) was then added, and the resulting solution heated at reflux for twenty four hours under a dry nitrogen atmosphere. The solution was allowed to cool to room temperature and the yellow solid isolated by filtration. Recrystallisation from acetone afforded the title compound (70 mg); m.p. 290° C. (dec); Found: C, 47.85; H, 3.56; N, 13.12; C17N16N4O15I requires C, 47.79; H, 3.7... Reactants: CN1C=C(C2=CC=CC=C12)C1OC=NN1C1=CC=NC=C1 (4-[2-(1-methylindol-3-yl)-1,3,4-oxadiazol-3-yl]pyridine), CC(=O)C (acetone), CI (methyl iodide). Reaction SMILES: [CH3:1][N:2]1[C:10]2[C:5](=[CH:6][CH:7]=[CH:8][CH:9]=2)[C:4]([CH:11]2[N:15](C3C=CN=CC=3)[N:14]=[CH:13][O:12]2)=[CH:3]1.C[I:23].[CH3:24][C:25]([CH3:27])=O>>[I-:23].[CH3:1][N:2]1[C:10]2[C:5](=[CH:6][CH:7]=[CH:8][CH:9]=2)[C:4]([C:11]2[O:12][C:13]([C:25]3[CH:27]=[CH:3][N+:2]([CH3:10])=[CH:1][CH:24]=3)=[N:14][N:15]=2)=[CH:3]1 |f:3.4|. The product is [I-].CN1C=C(C2=CC=CC=C12)C=1OC(=NN1)C1=CC=[N+](C=C1)C (4-[2-(1-Methyindol-3-yl)-1,3,4-oxadiazol-5-yl]-1-methylpyridinium iodide). Starting materials: C1CCOC1, CCOC(C)=O, Cl, COc1cc(F)c(C(C)C)cc1-c1ccc(C(F)(F)F)cc1CN1C(=O)OC(c2cccc(C3OCCCO3)c2)C1C. Yields the product COc1cc(F)c(C(C)C)cc1-c1ccc(C(F)(F)F)cc1CN1C(=O)OC(c2cccc(C=O)c2)C1C. As a reaction SMILES: [CH2:43]1[O:44][CH2:45][CH2:46][CH2:47]1.[CH3:49][CH2:50][O:51][C:52]([CH3:53])=[O:54].[ClH:48].[O:1]1[CH:2]([c:7]2[cH:8][c:9]([CH:13]3[CH:14]([CH3:42])[N:15]([CH2:19][c:20]4[c:21](-[c:30]5[c:31]([O:40][CH3:41])[cH:32][c:33]([F:39])[c:34]([CH:36]([CH3:37])[CH3:38])[cH:35]5)[cH:22][cH:23][c:24]([C:26]([F:27])([F:28])[F:29])[cH:25]4)[C:16](=[O:18])[O:17]3)[cH:10][cH:11][cH:12]2)[O:6][CH2:5][CH2:4][CH2:3]1>>[O:1]=[CH:2][c:7]1[cH:8][c:9]([CH:13]2[CH:14]([CH3:42])[N:15]([CH2:19][c:20]3[c:21](-[c:30]4[c:31]([O:40][CH3:41])[cH:32][c:33]([F:39])[c:34]([CH:36]([CH3:37])[CH3:38])[cH:35]4)[cH:22][cH:23][c:24]([C:26]([F:27])([F:28])[F:29])[cH:25]3)[C:16](=[O:18])[O:17]2)[cH:10][cH:11][cH:12]1. The reactants are COC1=CC=C(CN(C2=NC=C(C=N2)C=2C3=C(N=C(N2)N2CCOCC2)NCC3)CC3=CC=C(C=C3)OC)C=C1 (bis-(4-methoxy-benzyl)-[5-(2-morpholin-4-yl-6,7-dihydro-5H-pyrrolo[2,3-d]pyrimidin-4-yl)-pyrimidin-2-yl]-amine), BrC1=C(C=C(C(=O)N(CCN2CCOCC2)C)C=C1)C (4-bromo-3,N-dimethyl-N-(2-morpholin-4-yl-ethyl)-benzamide). Product: COC1=CC=C(CN(C2=NC=C(C=N2)C=2C3=C(N=C(N2)N2CCOCC2)N(CC3)C3=C(C=C(C(=O)N(CCN2CCOCC2)C)C=C3)C)CC3=CC=C(C=C3)OC)C=C1 (4-(4-{2-[bis-(4-methoxy-benzyl)-amino]-pyrimidin-5-yl}-2-morpholin-4-yl-5,6-dihydro-pyrrolo[2,3-d]pyrimidin-7-yl)-3,N-dimethyl-N-(2-morpholin-4-yl-ethyl)-benzamide). RXN SMILES: [CH3:1][O:2][C:3]1[CH:40]=[CH:39][C:6]([CH2:7][N:8]([CH2:30][C:31]2[CH:36]=[CH:35][C:34]([O:37][CH3:38])=[CH:33][CH:32]=2)[C:9]2[N:14]=[CH:13][C:12]([C:15]3[C:16]4[CH2:29][CH2:28][NH:27][C:17]=4[N:18]=[C:19]([N:21]4[CH2:26][CH2:25][O:24][CH2:23][CH2:22]4)[N:20]=3)=[CH:11][N:10]=2)=[CH:5][CH:4]=1.Br[C:42]1[CH:59]=[CH:58][C:45]([C:46]([N:48]([CH3:57])[CH2:49][CH2:50][N:51]2[CH2:56][CH2:55][O:54][CH2:53][CH2:52]2)=[O:47])=[CH:44][C:43]=1[CH3:60]>>[CH3:38][O:37][C:34]1[CH:33]=[CH:32][C:31]([CH2:30][N:8]([CH2:7][C:6]2[CH:5]=[CH:4][C:3]([O:2][CH3:1])=[CH:40][CH:39]=2)[C:9]2[N:10]=[CH:11][C:12]([C:15]3[C:16]4[CH2:29][CH2:28][N:27]([C:42]5[CH:59]=[CH:58][C:45]([C:46]([N:48]([CH3:57])[CH2:49][CH2:50][N:51]6[CH2:56][CH2:55][O:54][CH2:53][CH2:52]6)=[O:47])=[CH:44][C:43]=5[CH3:60])[C:17]=4[N:18]=[C:19]([N:21]4[CH2:26][CH2:25][O:24][CH2:23][CH2:22]4)[N:20]=3)=[CH:13][N:14]=2)=[CH:36][CH:35]=1. Reported procedure: Using bis-(4-methoxy-benzyl)-[5-(2-morpholin-4-yl-6,7-dihydro-5H-pyrrolo[2,3-d]pyrimidin-4-yl)-pyrimidin-2-yl]-amine (100 mg) and 4-bromo-3,N-dimethyl-N-(2-morpholin-4-yl-ethyl)-benzamide (114 mg) instead of 4-chloropicolinic acid t-butylamide, in the same manner as Example 1-D-07, a crude product of 4-(4-{2-[bis-(4-methoxy-benzyl)-amino]-pyrimidin-5-yl}-2-morpholin-4-yl-5,6-dihydro-pyrrolo[2,3-d]pyrimidin-7-yl)-3,N-dimethyl-N-(2-morpholin-4-yl-ethyl)-benzamide was obtained, and further PMB grou...